From a dataset of the Open Reaction Database (ORD), a public repository of structured organic reaction records. describe an organic reaction: reactants, conditions, products, and yield Reactants: CC(C)(C)OC(=O)N1CCC(N2CCC(F)(F)C2)CC1, C1COCCO1, Cl. Product: Cl, FC1(F)CCN(C2CCNCC2)C1. Reaction SMILES: [C:1]([O:2][C:3](=[O:4])[N:8]1[CH2:9][CH2:10][CH:11]([N:14]2[CH2:15][C:16]([F:19])([F:20])[CH2:17][CH2:18]2)[CH2:12][CH2:13]1)([CH3:5])([CH3:6])[CH3:7].[CH2:22]1[O:23][CH2:24][CH2:25][O:26][CH2:27]1.[ClH:21]>>[ClH:21].[NH:8]1[CH2:9][CH2:10][CH:11]([N:14]2[CH2:15][C:16]([F:19])([F:20])[CH2:17][CH2:18]2)[CH2:12][CH2:13]1. RXN SMILES: [CH3:20][N:21]([CH3:22])[CH:23]=[O:24].[H-:18].[I:1][CH2:2][CH2:3][n:4]1[c:5]([CH2:13][C:14](=[O:15])[O:16][CH3:17])[c:6]([C:9](=[O:10])[O:11][CH3:12])[cH:7][cH:8]1.[Na+:19]>>[CH2:2]1[CH2:3][n:4]2[c:5]([c:6]([C:9](=[O:10])[O:11][CH3:12])[cH:7][cH:8]2)[CH:13]1[C:14](=[O:15])[O:16][CH3:17]. Reactants: CN(C)C=O, [H-], COC(=O)Cc1c(C(=O)OC)ccn1CCI, [Na+]. The product is COC(=O)c1ccn2c1C(C(=O)OC)CC2. Reactants: [N+](=O)(O)[O-] (nitric acid), CN1C(C2=C(C1=O)SC=1C(N(C(C1S2)=O)C)=O)=O (2,6-dimethyl-1H,5H-[1,4]dithiino[2,3-c:5,6-c′]dipyrrole-1,3,5,7(2H,6H)-tetrone), ice water. Solvent: ice. Run at temperature 5 celsius, time 5 minute. Yields the product CN1C(C2=C(C1=O)SC=1C(N(C(C1S2=O)=O)C)=O)=O (2,6-dimethyl-1H,5H-[1,4]dithiino[2,3-c:5,6-c′]dipyrrole-1,3,5,7(2H,6H)-tetrone 4-oxide). As a reaction SMILES: [CH3:1][N:2]1[C:6](=[O:7])[C:5]2[S:8][C:9]3[C:10](=[O:17])[N:11]([CH3:16])[C:12](=[O:15])[C:13]=3[S:14][C:4]=2[C:3]1=[O:18].[N+]([O-])(O)=[O:20]>>[CH3:1][N:2]1[C:3](=[O:18])[C:4]2[S:14][C:13]3[C:12](=[O:15])[N:11]([CH3:16])[C:10](=[O:17])[C:9]=3[S:8](=[O:20])[C:5]=2[C:6]1=[O:7]. Procedure details: With stirring, 3 g (10.63 mmol) of 2,6-dimethyl-1H,5H-[1,4]dithiino[2,3-c:5,6-c′]dipyrrole-1,3,5,7(2H,6H)-tetrone [compound No. (1)] were added to 20 ml of ice-cooled (5° C.) fuming nitric acid. After dissolution was complete, stirring was continued for 5 min, the mixture was subsequently poured into ice-water and the yellow crystals were filtered off with suction. This gave 2.56 g (80.8% of theory) of the desired compound. Reactants: OCC1CCN(CC1)C(=O)OC(C)(C)C (tert-butyl 4-(hydroxymethyl)-1-piperidinecarboxylate), C1(=CC=CC=C1)P(C1=CC=CC=C1)C1=CC=CC=C1 (triphenyl phosphine), N(=NC(=O)OCC)C(=O)OCC (Diethyl azodicarboxylate), SC1=NC=CC=C1 (2-mercapto pyridine). Run in C1=CC=CC=C1 (benzene), C1=CC=CC=C1 (benzene). Conditions: time 5 minute. Product: N1=C(C=CC=C1)SCC1CCN(CC1)C(=O)OC(C)(C)C (tert-butyl 4-[(2-pyridinylsulfanyl)methyl]-1-piperidinecarboxylate), oil. Yield: 58.0%. As a reaction SMILES: O[CH2:2][CH:3]1[CH2:8][CH2:7][N:6]([C:9]([O:11][C:12]([CH3:15])([CH3:14])[CH3:13])=[O:10])[CH2:5][CH2:4]1.C1(P(C2C=CC=CC=2)C2C=CC=CC=2)C=CC=CC=1.N(C(OCC)=O)=NC(OCC)=O.[SH:47][C:48]1[CH:53]=[CH:52][CH:51]=[CH:50][N:49]=1>C1C=CC=CC=1>[N:49]1[CH:50]=[CH:51][CH:52]=[CH:53][C:48]=1[S:47][CH2:2][CH:3]1[CH2:8][CH2:7][N:6]([C:9]([O:11][C:12]([CH3:15])([CH3:14])[CH3:13])=[O:10])[CH2:5][CH2:4]1. Procedure details: To a stirred solution of tert-butyl 4-(hydroxymethyl)-1-piperidinecarboxylate (Preparation 48, 1.0 g, 5 mmol) in benzene (40 ml) under nitrogen was added triphenyl phosphine (1.44 g, 5.5 mmol). Diethyl azodicarboxylate (0.86 ml, 5.5 mmol) in benzene (4 ml) was added dropwise and the reaction mixture was stirred for 5 min. 2-mercapto pyridine (0.61 g, 5.5 mmol) was added and the reaction mixture was stirred at room temperature for 2 h. The reaction mixture washed with sodium hydroxide (1M), water... Starting materials: FC=1C(=CC=C2C(=CC(=NC12)C=1SC=C(N1)C(C)C)O)OC (8-fluoro-4-hydroxy-2-(4-isopropylthiazole-2-yl)-7-methoxyquinoline), alcohol, C(C)(C)C=1N=C(SC1)C1=NC2=C(C(=CC=C2C(=C1)OC1CC2C(N(CCCCC=CC3CC3(NC(C2C1)=O)C(=O)O)C)=O)OC)C (17-[2-(4-isopropylthiazole-2-yl)-7-methoxy-8-methylquinolin-4-yloxy]-13-methyl-2,14-dioxo-3,13-diazatricyclo[13.3.0.04,6]octadec-7-ene-4-carboxylic acid). Product: FC=1C(=CC=C2C(=CC(=NC12)C=1SC=C(N1)C(C)C)OC1CC2C(N(CCCCC=CC3CC3(NC(C2C1)=O)C(=O)O)C)=O)OC (17-[8-fluoro-2-(4-isopropylthiazole-2-yl)-7-methoxyquinolin-4-yloxy]-13-methyl-2,14-dioxo-3,13-diazatricyclo[13.3.0.04,6]octadec-7-ene-4-carboxylic acid). RXN SMILES: [F:1][C:2]1[C:3]([O:21][CH3:22])=[CH:4][CH:5]=[C:6]2[C:11]=1[N:10]=[C:9]([C:12]1[S:13][CH:14]=[C:15]([CH:17]([CH3:19])[CH3:18])[N:16]=1)[CH:8]=[C:7]2[OH:20].C(C1N=C(C2C=C(O[CH:42]3[CH2:59][CH:58]4[CH:44]([C:45](=[O:65])[N:46]([CH3:64])[CH2:47][CH2:48][CH2:49][CH2:50][CH:51]=[CH:52][CH:53]5[C:55]([C:61]([OH:63])=[O:62])([NH:56][C:57]4=[O:60])[CH2:54]5)[CH2:43]3)C3C(=C(C)C(OC)=CC=3)N=2)SC=1)(C)C>>[F:1][C:2]1[C:3]([O:21][CH3:22])=[CH:4][CH:5]=[C:6]2[C:11]=1[N:10]=[C:9]([C:12]1[S:13][CH:14]=[C:15]([CH:17]([CH3:18])[CH3:19])[N:16]=1)[CH:8]=[C:7]2[O:20][CH:42]1[CH2:59][CH:58]2[CH:44]([C:45](=[O:65])[N:46]([CH3:64])[CH2:47][CH2:48][CH2:49][CH2:50][CH:51]=[CH:52][CH:53]3[C:55]([C:61]([OH:63])=[O:62])([NH:56][C:57]2=[O:60])[CH2:54]3)[CH2:43]1. Procedure details: The title compound was prepared from 8-fluoro-4-hydroxy-2-(4-isopropylthiazole-2-yl)-7-methoxyquinoline (72) and alcohol 43 following the procedure (steps D-F) reported for the preparation of 17-[2-(4-isopropylthiazole-2-yl)-7-methoxy-8-methyl-quinolin-4-yloxy]-13-methyl-2,14-dioxo-3,13-diazatricyclo[13.3.0.04,6]octadec-7-ene-4-carboxylic acid (46): m/z=651 (M+H)+. Starting materials: ClC1=C(C(=NC(=C1)C)C)[N+](=O)[O-] (4-chloro-2,6-dimethyl-3-nitropyridine), NC1=CC=C(C#N)C=C1 (4-aminobenzonitrile). Solvent: C(C)O (ethanol). The product is C(#N)C1=CC=C(C=C1)NC1=C(C(=NC(=C1)C)C)[N+](=O)[O-] (4-(4-Cyanophenyl)amino-2,6-dimethyl-3-nitropyridine). RXN SMILES: Cl[C:2]1[CH:7]=[C:6]([CH3:8])[N:5]=[C:4]([CH3:9])[C:3]=1[N+:10]([O-:12])=[O:11].[NH2:13][C:14]1[CH:21]=[CH:20][C:17]([C:18]#[N:19])=[CH:16][CH:15]=1>C(O)C>[C:18]([C:17]1[CH:20]=[CH:21][C:14]([NH:13][C:2]2[CH:7]=[C:6]([CH3:8])[N:5]=[C:4]([CH3:9])[C:3]=2[N+:10]([O-:12])=[O:11])=[CH:15][CH:16]=1)#[N:19]. Procedure details: A solution of 4-chloro-2,6-dimethyl-3-nitropyridine (9.80 g, 52.5 mmol) and 4-aminobenzonitrile (6.20 g, 52.5 mmol) in ethanol (160 ml) was stirred at room temperature for 16 hours. The solvent was removed under reduced pressure and the residue was dissolved in dichloromethane (200 ml), and washed with saturated aqueous sodium bicarbonate (100 ml). The organic phase was dried (MgSO4) and concentrated under reduced pressure to give a gum which was crystallised by adding ether (100 ml) and sonicat...